Dataset: the Open Reaction Database (ORD), a public repository of structured organic reaction records. Task: describe an organic reaction: reactants, conditions, products, and yield Starting materials: O=C1Nc2ccccc2C12COc1cc(Br)ccc12, O=C([O-])[O-], Cc1ccc(S(=O)(=O)OCC2CCCO2)cc1, CCC(C)=O, [Cs+], [Cs+]. As a reaction SMILES: [Br:1][c:2]1[cH:3][c:4]2[c:5]([cH:18][cH:19]1)[C:6]1([CH2:7][O:8]2)[C:9](=[O:17])[NH:10][c:11]2[cH:12][cH:13][cH:14][cH:15][c:16]21.[C:20](=[O:21])([O-:22])[O-:23].[CH3:26][c:27]1[cH:28][cH:29][c:30]([S:31]([O:32][CH2:37][CH:38]2[O:39][CH2:40][CH2:41][CH2:42]2)(=[O:33])=[O:34])[cH:35][cH:36]1.[CH3:43][C:44](=[O:45])[CH2:46][CH3:47].[Cs+:24].[Cs+:25]>>[Br:1][c:2]1[cH:3][c:4]2[c:5]([cH:18][cH:19]1)[C:6]1([CH2:7][O:8]2)[C:9](=[O:17])[N:10]([CH2:37][CH:38]2[O:39][CH2:40][CH2:41][CH2:42]2)[c:11]2[cH:12][cH:13][cH:14][cH:15][c:16]21. The product is O=C1N(CC2CCCO2)c2ccccc2C12COc1cc(Br)ccc12. Reactants: ClC1=NC=C(C=C1)[N+](=O)[O-] (2-chloro-5-nitropyridine), C(C1=CC=CC=C1)OC1CCNCC1 (4-benzyloxypiperidine). Product: C(C1=CC=CC=C1)OC1CCN(CC1)C1=CC=C(C=N1)N (6-(4-benzyloxypiperidin-1-yl)pyridin-3-amine). As a reaction SMILES: Cl[C:2]1[CH:7]=[CH:6][C:5]([N+:8]([O-])=O)=[CH:4][N:3]=1.[CH2:11]([O:18][CH:19]1[CH2:24][CH2:23][NH:22][CH2:21][CH2:20]1)[C:12]1[CH:17]=[CH:16][CH:15]=[CH:14][CH:13]=1>>[CH2:11]([O:18][CH:19]1[CH2:24][CH2:23][N:22]([C:2]2[N:3]=[CH:4][C:5]([NH2:8])=[CH:6][CH:7]=2)[CH2:21][CH2:20]1)[C:12]1[CH:13]=[CH:14][CH:15]=[CH:16][CH:17]=1. Reported procedure: Intermediate B-23 was prepared by the general procedure for intermediate B-2, by using 2-chloro-5-nitropyridine and 4-benzyloxypiperidine as starting materials. MS (M+1): 284.